From a dataset of the Open Reaction Database (ORD), a public repository of structured organic reaction records. describe an organic reaction: reactants, conditions, products, and yield Procedure details: (3-Methoxyphenyl)acetonitrile (0.52 grams) was added to a solution of sodium hydride (0.212 grams) in DMSO (10 mL) at 0° C. The mixture was warmed to room temperature over 30 minutes. 1,5-Dibromopentane (0.722 mL) was added dropwise as a solution in DMSO (5 mL). This mixture was stirred for 16 hours, then partitioned between ethyl acetate and water. The organic phase was separated and washed with brine. The organic phase was dried over magnesium sulfate and the solvent was evaporated. The result... Solvent: CS(=O)C (DMSO), CS(=O)C (DMSO). Run at time 16 hour. As a reaction SMILES: [CH3:1][O:2][C:3]1[CH:4]=[C:5]([CH2:9][C:10]#[N:11])[CH:6]=[CH:7][CH:8]=1.[H-].[Na+].Br[CH2:15][CH2:16][CH2:17][CH2:18][CH2:19]Br>CS(C)=O>[CH3:1][O:2][C:3]1[CH:4]=[C:5]([C:9]2([C:10]#[N:11])[CH2:19][CH2:18][CH2:17][CH2:16][CH2:15]2)[CH:6]=[CH:7][CH:8]=1 |f:1.2|. Reactants: COC=1C=C(C=CC1)CC#N ((3-Methoxyphenyl)acetonitrile), [H-].[Na+] (sodium hydride), BrCCCCCBr (1,5-Dibromopentane). Product: COC=1C=C(C=CC1)C1(CCCCC1)C#N (1-(3-Methoxyphenyl)cyclohexanecarbonitrile). Starting materials: NC1=NC=CC(=N1)C1=CC(=C(N1)C1=C(C=CC(=C1)C(F)(F)F)Cl)C(=O)OCC (Ethyl 5-(2-aminopyrimidin-4-yl)-2-[2-chloro-5-(trifluoromethyl)phenyl]-1H-pyrrole-3-carboxylate), solution, [OH-].[K+] (potassium hydroxide), CCO (EtOH). Reaction conditions: temperature 5 celsius. Product: NC1=NC=CC(=N1)C1=CC(=C(N1)C1=C(C=CC(=C1)C(F)(F)F)Cl)C(=O)O (5-(2-Aminopyrimidin-4-yl)-2-[2-chloro-5-(trifluoromethyl)phenyl]-1H-pyrrole-3-carboxylic acid). The yield is 94.6%. Reaction SMILES: [NH2:1][C:2]1[N:7]=[C:6]([C:8]2[NH:12][C:11]([C:13]3[CH:18]=[C:17]([C:19]([F:22])([F:21])[F:20])[CH:16]=[CH:15][C:14]=3[Cl:23])=[C:10]([C:24]([O:26]CC)=[O:25])[CH:9]=2)[CH:5]=[CH:4][N:3]=1.[OH-].[K+].CCO>>[NH2:1][C:2]1[N:7]=[C:6]([C:8]2[NH:12][C:11]([C:13]3[CH:18]=[C:17]([C:19]([F:21])([F:22])[F:20])[CH:16]=[CH:15][C:14]=3[Cl:23])=[C:10]([C:24]([OH:26])=[O:25])[CH:9]=2)[CH:5]=[CH:4][N:3]=1 |f:1.2|. Reported procedure: Ethyl 5-(2-aminopyrimidin-4-yl)-2-[2-chloro-5-(trifluoromethyl)phenyl]-1H-pyrrole-3-carboxylate (1.0 g, 2.43 mmol) was treated with a 1.5 M solution of potassium hydroxide in 95% EtOH (32.4 mL, 20 eq) under reflux for 20 h. After cooling, the residue was concentrated, dissolved in water and washed with DCM. To the aqueous phase cooled to 5° C., a solution of HCl 2 N was added, under agitation. The resulting precipitate was collected by filtration to give the title compound (0.88 g, 95%). Starting materials: C(C)OC(C(=O)OCC)CC1=CC=C(C=C1)OCCN1C(=NC2=C1C=CC=C2)C(C(F)(F)F)(F)F (ethyl 2-ethoxy-3-(4-{2-[2-(pentafluoroethyl)-1H-benzimidazol-1 yl]ethoxy}phenyl)propanoate), [OH-].[Na+] (NaOH). Solvent: O (water), C(C)O (ethanol). Yields the product C(C)OC(C(=O)O)CC1=CC=C(C=C1)OCCN1C(=NC2=C1C=CC=C2)C(C(F)(F)F)(F)F (2-ethoxy-3-(4-{2-[2-(pentafluoroethyl)-1H-benzimidazol-1-yl]ethoxy}phenyl)propanoic acid). As a reaction SMILES: [CH2:1]([O:3][CH:4]([CH2:10][C:11]1[CH:16]=[CH:15][C:14]([O:17][CH2:18][CH2:19][N:20]2[C:24]3[CH:25]=[CH:26][CH:27]=[CH:28][C:23]=3[N:22]=[C:21]2[C:29]([F:35])([F:34])[C:30]([F:33])([F:32])[F:31])=[CH:13][CH:12]=1)[C:5]([O:7]CC)=[O:6])[CH3:2].[OH-].[Na+]>C(O)C.O>[CH2:1]([O:3][CH:4]([CH2:10][C:11]1[CH:12]=[CH:13][C:14]([O:17][CH2:18][CH2:19][N:20]2[C:24]3[CH:25]=[CH:26][CH:27]=[CH:28][C:23]=3[N:22]=[C:21]2[C:29]([F:34])([F:35])[C:30]([F:33])([F:31])[F:32])=[CH:15][CH:16]=1)[C:5]([OH:7])=[O:6])[CH3:2] |f:1.2|. Procedure details: The ethyl ester (200 mg, 0.4 mmol) from Step B was hydrolysed using NaOH (64 mg, 1.6 mmol) in ethanol (10 ml) and water (5 ml) by the procedure described in Step C of Example 1 (141 mg, 75%).